describe an organic reaction: reactants, conditions, products, and yield From a dataset of the Open Reaction Database (ORD), a public repository of structured organic reaction records. Starting materials: C(C)OC(C1=CN=CC(=C1)C1=C(CCC1)C1=C(C=CC(=C1)Cl)OCC1=CC=C(C=C1)Cl)=O (5-{2-[5-Chloro-2-(4-chlorobenzyloxy)-phenyl]-cyclopent-1-enyl}-nicotinic acid ethyl ester), [OH-].[Na+] (sodium hydroxide). The reagents and catalysts are C(C)(=O)O (acetic acid). Run in O (water), CO (methanol). Product: ClC=1C=CC(=C(C1)C1=C(CCC1)C=1C=NC=C(C(=O)O)C1)OCC1=CC=C(C=C1)Cl (5-{2-[5-Chloro-2-(4-chlorobenzyloxy)-phenyl]-cyclopent-1-enyl}-nicotinic acid). The yield is 88.6%. As a reaction SMILES: C([O:3][C:4](=[O:32])[C:5]1[CH:10]=[C:9]([C:11]2[CH2:15][CH2:14][CH2:13][C:12]=2[C:16]2[CH:21]=[C:20]([Cl:22])[CH:19]=[CH:18][C:17]=2[O:23][CH2:24][C:25]2[CH:30]=[CH:29][C:28]([Cl:31])=[CH:27][CH:26]=2)[CH:8]=[N:7][CH:6]=1)C.[OH-].[Na+]>CO.O.C(O)(=O)C>[Cl:22][C:20]1[CH:19]=[CH:18][C:17]([O:23][CH2:24][C:25]2[CH:30]=[CH:29][C:28]([Cl:31])=[CH:27][CH:26]=2)=[C:16]([C:12]2[CH2:13][CH2:14][CH2:15][C:11]=2[C:9]2[CH:8]=[N:7][CH:6]=[C:5]([CH:10]=2)[C:4]([OH:32])=[O:3])[CH:21]=1 |f:1.2|. Reported procedure: 5-{2-[5-Chloro-2-(4-chlorobenzyloxy)-phenyl]-cyclopent-1-enyl}-nicotinic acid ethyl ester (90 mg) was hydrolysed in methanol (3 mL) and 2N sodium hydroxide (2 mL) at 60° C. with stirring for 2 hrs. The reaction mixture was then reduced down to ˜1 mL, diluted with water (10 mL) and treated with a few drops of glacial acetic acid to make the solution ˜pH5. The product was then extracted twice with dichloromethane (10 mL) dried (magnesium sulphate), and evaporated to give the title compound (75 mg)... Starting materials: C1CCOC1, CCOCC, [Li]C(C(=O)OC)C(=O)OC, [N-]=[N+]=NCCc1c[nH]c2cc(F)ccc12, O. The product is COC(=O)C(C(=O)OC)c1[nH]c2cc(F)ccc2c1CCN=[N+]=[N-]. RXN SMILES: [CH2:26]1[O:27][CH2:28][CH2:29][CH2:30]1.[CH3:31][CH2:32][O:33][CH2:34][CH3:35].[Li:16][CH:17]([C:18](=[O:19])[O:20][CH3:21])[C:22](=[O:23])[O:24][CH3:25].[N:1](=[N+:2]=[N-:3])[CH2:4][CH2:5][c:6]1[cH:7][nH:8][c:9]2[cH:10][c:11]([F:15])[cH:12][cH:13][c:14]12.[OH2:36]>>[N:1](=[N+:2]=[N-:3])[CH2:4][CH2:5][c:6]1[c:7]([CH:17]([C:18](=[O:19])[O:20][CH3:21])[C:22](=[O:23])[O:24][CH3:25])[nH:8][c:9]2[cH:10][c:11]([F:15])[cH:12][cH:13][c:14]12.